This data is from the Open Reaction Database (ORD), a public repository of structured organic reaction records. The task is: describe an organic reaction: reactants, conditions, products, and yield The reactants are CC1(CCCC(N1[O])(C)C)C (TEMPO), CC(C)(C#N)N=NC(C)(C)C#N (vazo 64), C1(\C=C/C(=O)O1)=O (maleic anhydride), C1(\C=C/C(=O)O1)=O (maleic anhydride). Run in C=CC1=CC=CC=C1.C(CCC)OC(C=C)=O (styrene butylacrylate). Conditions: temperature 135 celsius, time 30 minute. The product is C=CC1=CC=CC=C1 (styrene), C(CCC)OC(C=C)=O (butylacrylate), C=CC1=CC=CC=C1.C1(\C=C/C(=O)O1)=O.C=CC1=CC=CC=C1.C(CCC)OC(C=C)=O (styrene/maleic anhydride styrene butylacrylate). RXN SMILES: [C:1]1(=[O:7])[O:6][C:4](=[O:5])[CH:3]=[CH:2]1.[CH3:8][C:9]1([CH3:18])N([O])[C:13]([CH3:17])(C)[CH2:12][CH2:11][CH2:10]1.[CH3:19]C(N=NC(C#N)(C)C)(C#N)C>C=CC1C=CC=CC=1.C(OC(=O)C=C)CCC>[CH2:1]=[CH:2][C:3]1[CH:4]=[CH:11][CH:10]=[CH:9][CH:8]=1.[CH2:11]([O:6][C:4](=[O:5])[CH:3]=[CH2:2])[CH2:12][CH2:13][CH3:17].[CH2:19]=[CH:18][C:9]1[CH:10]=[CH:11][CH:12]=[CH:13][CH:17]=1.[C:4]1(=[O:5])[O:6][C:1](=[O:7])[CH:2]=[CH:3]1.[CH2:1]=[CH:2][C:3]1[CH:4]=[CH:11][CH:10]=[CH:9][CH:8]=1.[CH2:11]([O:6][C:4](=[O:5])[CH:3]=[CH2:2])[CH2:12][CH2:13][CH3:17] |f:3.4,7.8.9.10,^1:11|. Procedure details: Incorporation of maleic anhydride into an emulsion aggregation particle at the bulk polymerization step. A stock solution of styrene (390 mL) and butylacrylate (110 ml) was prepared and to 400 ml was added TEMPO (3.12 g, 0.02 mole) and vazo 64 initiator (2.0 g, 0.0125 mole). This was heated under a nitrogen atmosphere to 135° C. (bath temperature) and then added to it dropwise a solution of maleic anhydride (9.8 g) in 100 mL of the styrene/butylacrylate stock solution that had been deoxygenated ... Reactants: [OH-].[NH4+] (ammonium hydroxide), 108g, BrCC(=O)C1=COC2=CC=CC=C2C1=O (3(bromoacetyl)chromone). Solvent: CO (methanol). Run at time 1 hour. The product is NC=C1C(COC2=C(C1=O)C=CC=C2)=O (4-(Aminomethylene)-1-benzoxepin-3,5(2H, 4H)-dione). As a reaction SMILES: [OH-].[NH4+:2].Br[CH2:4][C:5]([C:7]1[C:16](=[O:17])[C:15]2[C:10](=[CH:11][CH:12]=[CH:13][CH:14]=2)[O:9][CH:8]=1)=[O:6]>CO>[NH2:2][CH:8]=[C:7]1[C:16](=[O:17])[C:15]2[CH:14]=[CH:13][CH:12]=[CH:11][C:10]=2[O:9][CH2:4][C:5]1=[O:6] |f:0.1|. Reported procedure: Concentrated ammonium hydroxide (1300ml) was added to a stirred mixture of 108g (0.041 mole) of 3(bromoacetyl)chromone and 500ml of methanol. All solid went into solution. There was a mild exotherm. After several minutes the product began to separate. After one hour, the reddish-tan solid was filtered, washed well with water and dried; wt. 70g (86%); m.p. 149°-151°. Recrystallization from ethyl acetate gave pure, orange crystals; m.p. 151°-153°. The reactants are CNC(=O)C(Cc1ccccc1)NC(=O)CNC(=O)CN1CCN(C(=O)OC(C)(C)C)C(Cc2ccc(OCc3ccccc3)cc2)C1=O, CCO. Product: CNC(=O)C(Cc1ccccc1)NC(=O)CNC(=O)CN1CCN(C(=O)OC(C)(C)C)C(Cc2ccc(O)cc2)C1=O. Reaction SMILES: [C:1]([CH3:2])([CH3:3])([CH3:4])[O:5][C:6](=[O:7])[N:8]1[CH:9]([CH2:35][c:36]2[cH:37][cH:38][c:39]([O:42][CH2:43][c:44]3[cH:45][cH:46][cH:47][cH:48][cH:49]3)[cH:40][cH:41]2)[C:10](=[O:34])[N:11]([CH2:14][C:15](=[O:16])[NH:17][CH2:18][C:19](=[O:20])[NH:21][CH:22]([CH2:23][c:24]2[cH:25][cH:26][cH:27][cH:28][cH:29]2)[C:30](=[O:31])[NH:32][CH3:33])[CH2:12][CH2:13]1.[CH3:50][CH2:51][OH:52]>>[C:1]([CH3:2])([CH3:3])([CH3:4])[O:5][C:6](=[O:7])[N:8]1[CH:9]([CH2:35][c:36]2[cH:37][cH:38][c:39]([OH:42])[cH:40][cH:41]2)[C:10](=[O:34])[N:11]([CH2:14][C:15](=[O:16])[NH:17][CH2:18][C:19](=[O:20])[NH:21][CH:22]([CH2:23][c:24]2[cH:25][cH:26][cH:27][cH:28][cH:29]2)[C:30](=[O:31])[NH:32][CH3:33])[CH2:12][CH2:13]1. Reported procedure: To stirred ethanol (50 ml) at 0° C. was added acetyl chloride (2.5 ml, 35 mmol) dropwise. After stirring 5 minutes, this ethanolic HCl was added to lH-benzimidazole-2-yl-4-pyridinyl-methanone (5.0 g, 22.4 mmol) in ethanol (200 ml). This solution was charged with platinum IV oxide (0.5 g) and hydrogen (50 lb/in2) and shaken for 20 hours. The solution was filtered, concentrated, and the resulting solid was recrystallized from methanol with 2-butanone to afford lH-benzimidazol-2-yl-4-piperidinyl-me... Product: Cl.Cl.N1C(=NC2=C1C=CC=C2)C(O)C2CCNCC2 (lH-benzimidazol-2-yl-4-piperidinyl-methanol dihydrochloride), desired product. The reactants are [H][H] (hydrogen), C(C)(=O)Cl (acetyl chloride), Cl (HCl), N1C(=NC2=C1C=CC=C2)C(=O)C2=CC=NC=C2 (lH-benzimidazole-2-yl-4-pyridinyl-methanone). Reaction conditions: time 5 minute. Reaction SMILES: C([Cl:4])(=O)C.[ClH:5].[NH:6]1[C:10]2[CH:11]=[CH:12][CH:13]=[CH:14][C:9]=2[N:8]=[C:7]1[C:15]([C:17]1[CH:22]=[CH:21][N:20]=[CH:19][CH:18]=1)=[O:16].[H][H]>C(O)C.[Pt]>[ClH:4].[ClH:5].[NH:6]1[C:10]2[CH:11]=[CH:12][CH:13]=[CH:14][C:9]=2[N:8]=[C:7]1[CH:15]([CH:17]1[CH2:22][CH2:21][NH:20][CH2:19][CH2:18]1)[OH:16] |f:6.7.8|. The solvent is C(C)O (ethanol), C(C)O (ethanol). Reagents/catalysts: [Pt] (platinum). The reactants are IC1=C(N(C(C(=N1)C(=O)OC)=O)C1=CC(=CC=C1)C(F)(F)F)C (Methyl 6-iodo-5-methyl-3-oxo-4-[3-(trifluoromethyl)phenyl]-3,4-dihydropyrazine-2-carboxylate), ClC1=CC=C(C=C1)N1N=CC=C1[Sn](CCCC)(CCCC)CCCC (1-(4-chlorophenyl)-5-tributylstannyl-1H-pyrazole), iodo. Reagents/catalysts: Cl[Pd]([P](C1=CC=CC=C1)(C2=CC=CC=C2)C3=CC=CC=C3)([P](C4=CC=CC=C4)(C5=CC=CC=C5)C6=CC=CC=C6)Cl (bis(triphenylphosphine)palladium(II) chloride). The solvent is C1CCOC1 (THF). Yields the product ClC1=CC=C(C=C1)N1N=CC=C1C1=C(N(C(C(=N1)C(=O)OC)=O)C1=CC(=CC=C1)C(F)(F)F)C (methyl 6-[2-(4-chlorophenyl)pyrazol-3-yl]-5-methyl-3-oxo-4-[3-(trifluoromethyl)phenyl]-3,4-dihydropyrazine-2-carboxylate). The yield is 61.6%. As a reaction SMILES: I[C:2]1[N:7]=[C:6]([C:8]([O:10][CH3:11])=[O:9])[C:5](=[O:12])[N:4]([C:13]2[CH:18]=[CH:17][CH:16]=[C:15]([C:19]([F:22])([F:21])[F:20])[CH:14]=2)[C:3]=1[CH3:23].[Cl:24][C:25]1[CH:30]=[CH:29][C:28]([N:31]2[C:35]([Sn](CCCC)(CCCC)CCCC)=[CH:34][CH:33]=[N:32]2)=[CH:27][CH:26]=1>Cl[Pd](Cl)([P](C1C=CC=CC=1)(C1C=CC=CC=1)C1C=CC=CC=1)[P](C1C=CC=CC=1)(C1C=CC=CC=1)C1C=CC=CC=1.C1COCC1>[Cl:24][C:25]1[CH:26]=[CH:27][C:28]([N:31]2[C:35]([C:2]3[N:7]=[C:6]([C:8]([O:10][CH3:11])=[O:9])[C:5](=[O:12])[N:4]([C:13]4[CH:18]=[CH:17][CH:16]=[C:15]([C:19]([F:22])([F:21])[F:20])[CH:14]=4)[C:3]=3[CH3:23])=[CH:34][CH:33]=[N:32]2)=[CH:29][CH:30]=1 |^1:51,70|. Procedure: Methyl 6-iodo-5-methyl-3-oxo-4-[3-(trifluoromethyl)phenyl]-3,4-dihydropyrazine-2-carboxylate (SM1, 0.133 g, 0.304 mmol), 1-(4-chlorophenyl)-5-tributylstannyl-1H-pyrazole (0.16 g, 0.33 mmol), bis(triphenylphosphine)palladium(II) chloride (0.011 g, 0.015 mmol) and anhydrous THF (1.5 mL) in a vial were heated three consecutive times (for 55 minutes in total) in a microwave reactor (Biotage) at 130° C. until most of the iodo SM was consumed. The dark solution was concentrated to dryness with silica ... The reactants are C1(=CC=CC=C1)N(N)C1=CC=CC=C1 (1,1-diphenylhydrazine), C(C)N1C2=CC=CC=C2C=2C=C(C=CC12)C=O (N-ethylcarbazole-3-carbaldehyde). Run in C(C)O (ethanol). Product: C1(=CC=CC=C1)N(N=CC=1C=CC=2N(C3=CC=CC=C3C2C1)CC)C1=CC=CC=C1 (N-ethylcarbazole-3-carbaldehyde diphenylhydrazone), polyester. RXN SMILES: [C:1]1([N:7]([C:9]2[CH:14]=[CH:13][CH:12]=[CH:11][CH:10]=2)[NH2:8])[CH:6]=[CH:5][CH:4]=[CH:3][CH:2]=1.[CH2:15]([N:17]1[C:29]2[CH:28]=[CH:27][C:26]([CH:30]=O)=[CH:25][C:24]=2[C:23]2[C:18]1=[CH:19][CH:20]=[CH:21][CH:22]=2)[CH3:16]>C(O)C>[C:1]1([N:7]([C:9]2[CH:14]=[CH:13][CH:12]=[CH:11][CH:10]=2)[N:8]=[CH:30][C:26]2[CH:27]=[CH:28][C:29]3[N:17]([CH2:15][CH3:16])[C:18]4[C:23]([C:24]=3[CH:25]=2)=[CH:22][CH:21]=[CH:20][CH:19]=4)[CH:2]=[CH:3][CH:4]=[CH:5][CH:6]=1. Procedure: 1,1-diphenylhydrazine and N-ethylcarbazole-3-carbaldehyde were reacted in ethanol at room temperature to obtain N-ethylcarbazole-3-carbaldehyde diphenylhydrazone with melting point of 160.2°-160.5° C., and 60 parts of this hydrazone compound and 100 parts of a polyester (Vylon 200 by Toyobo Co., Ltd.) were dissolved in 450 parts of tetrahydrofuran to prepare a coating solution. Then selenium was vacuum evaporated on a 10 μm thick aluminum foil laminated on a 75 μm thick polyester film to form a ... The reactants are COC(C1=C(C=C(C(=C1)F)C(F)(F)F)[N+](=O)[O-])=O (5-fluoro-2-nitro-4-trifluoromethyl-benzoic acid methyl ester), [H-].[Na+] (sodium hydride), OC=1C=NC=CC1 (3-hydroxypyridine), C(C)(=O)OCC.C1CCCCC1 (ethyl acetate cyclohexane). The solvent is O1CCCC1 (tetrahydrofuran), O (water), O1CCCC1 (tetrahydrofuran), O1CCCC1 (tetrahydrofuran). Reaction conditions: time 1 hour. Product: COC(C1=C(C=C(C(=C1)OC=1C=NC=CC1)C(F)(F)F)[N+](=O)[O-])=O (2-nitro-5-(pyridin-3-yloxy)-4-trifluoromethyl-benzoic acid methyl ester). Isolated yield 76.3%. RXN SMILES: [H-].[Na+].[OH:3][C:4]1[CH:5]=[N:6][CH:7]=[CH:8][CH:9]=1.[CH3:10][O:11][C:12](=[O:27])[C:13]1[CH:18]=[C:17](F)[C:16]([C:20]([F:23])([F:22])[F:21])=[CH:15][C:14]=1[N+:24]([O-:26])=[O:25].C(OCC)(=O)C.C1CCCCC1>O1CCCC1.O>[CH3:10][O:11][C:12](=[O:27])[C:13]1[CH:18]=[C:17]([O:3][C:4]2[CH:5]=[N:6][CH:7]=[CH:8][CH:9]=2)[C:16]([C:20]([F:23])([F:22])[F:21])=[CH:15][C:14]=1[N+:24]([O-:26])=[O:25] |f:0.1,4.5|. Reported procedure: To a suspension of 198 mg (4.53 mmol) of sodium hydride (65% in oil, washed with pentane) in 2.5 ml of dry tetrahydrofuran a solution of 356 mg (3.74 mmol) of 3-hydroxypyridine in 5 ml of tetrahydrofuran is dropped and the mixture stirred for 1 hour at room temperature. After cooling to 0° C. 1.0 g (3.74 mmol) of 5-fluoro-2-nitro-4-trifluoromethyl-benzoic acid methyl ester dissolved in 10 ml of tetrahydrofuran is added and stirring continued for 7 hours. The reaction mixture is diluted with wate...